From a dataset of the Open Reaction Database (ORD), a public repository of structured organic reaction records. describe an organic reaction: reactants, conditions, products, and yield Reaction SMILES: [CH2:28]1[O:29][CH2:30][CH2:31][CH2:32]1.[CH3:15][N:16]([CH3:17])[CH2:18][CH2:19][N:20]([CH3:21])[CH3:22].[CH:1]([Li:2])([CH2:3][CH3:4])[CH3:5].[O:23]=[CH:24][N:25]([CH3:26])[CH3:27].[O:6]1[CH2:7][CH2:8][c:9]2[c:10]1[cH:11][cH:12][cH:13][cH:14]2>>[O:6]1[CH2:7][CH2:8][c:9]2[c:10]1[c:11]([CH:24]=[O:23])[cH:12][cH:13][cH:14]2. Starting materials: C1CCOC1, CN(C)CCN(C)C, [Li]C(C)CC, CN(C)C=O, c1ccc2c(c1)CCO2. Yields the product O=Cc1cccc2c1OCC2.